Dataset: the Open Reaction Database (ORD), a public repository of structured organic reaction records. Task: describe an organic reaction: reactants, conditions, products, and yield Reactants: FC(C(=O)O)(F)F.ClC=1C=CC(=C(C1)C1=CC(=NC(=C1)N)N)OC (4-(5-chloro-2-methoxy-phenyl)-pyridine-2,6-diamine trifluoroacetic acid salt), B(C=1C=CC(=CC1)C)(O)O (p-tolylboronic acid). Yields the product ClC=1C=CC(=C(C1)C1(CC(=NC(=C1)N)N)C1=CC=C(C=C1)C)OC (4-(5-Chloro-2-methoxy-phenyl)-4-p-tolyl-pyridine-2,6-diamine). Isolated yield 11.0%. Reaction SMILES: FC(F)(F)C(O)=O.[Cl:8][C:9]1[CH:10]=[CH:11][C:12]([O:23][CH3:24])=[C:13]([C:15]2[CH:20]=[C:19]([NH2:21])[N:18]=[C:17]([NH2:22])[CH:16]=2)[CH:14]=1.B(O)(O)[C:26]1[CH:27]=[CH:28][C:29]([CH3:32])=[CH:30][CH:31]=1>>[Cl:8][C:9]1[CH:10]=[CH:11][C:12]([O:23][CH3:24])=[C:13]([C:15]2([C:26]3[CH:31]=[CH:30][C:29]([CH3:32])=[CH:28][CH:27]=3)[CH:16]=[C:17]([NH2:22])[N:18]=[C:19]([NH2:21])[CH2:20]2)[CH:14]=1 |f:0.1|. Procedure: Following the method described in Example 8, 4-(5-chloro-2-methoxy-phenyl)-pyridine-2,6-diamine trifluoroacetic acid salt and p-tolylboronic acid provided the title compound (11% yield). 1H NMR (acetone-d6) δ2.26 (s, 3H, CH3), 3.83 (s, 3H, CH3) 5.24 (bs, 2H, NH2), 6.10 (d, 1H, J=1.1 Hz, Ar), 6.26 (t, 1H, J=1.1 Hz, Ar), 7.06 (d, 2H, J=8.5 Hz, Ar), 7.08 (d, 1H, J=8.8 Hz, Ar), 7.29 (d, 1H, J=2.7 Hz, Ar), 7.35 (dd, 1H, J=9.0 Hz, J=3.3 Hz, Ar), 7.53-7.56 (m, 2H, Ar), 7.70 (s, 1H, NH).